From a dataset of the Open Reaction Database (ORD), a public repository of structured organic reaction records. describe an organic reaction: reactants, conditions, products, and yield Product: C(C1=CC=CC=C1)OC1=CC(=C(C=C1)CC(=O)O)C ([4-(benzyloxy)-2-methylphenyl]acetic acid). Reported procedure: A solution of tert-butyl [4-(benzyloxy)-2-methylphenyl]acetate (1.05 g, 3.36 mmol) in DCM (8 ml) was treated with TFA (7.77 ml, 101 mmol) and the mixture stirred at RT for 30 min. The volatiles were removed in vacuo to afford the title compound. LC/MS (m/z): 257 (M+H)+. Solvent: C(Cl)Cl (DCM). Reaction conditions: time 30 minute. Reactants: C(C1=CC=CC=C1)OC1=CC(=C(C=C1)CC(=O)OC(C)(C)C)C (tert-butyl [4-(benzyloxy)-2-methylphenyl]acetate), C(=O)(C(F)(F)F)O (TFA). As a reaction SMILES: [CH2:1]([O:8][C:9]1[CH:14]=[CH:13][C:12]([CH2:15][C:16]([O:18]C(C)(C)C)=[O:17])=[C:11]([CH3:23])[CH:10]=1)[C:2]1[CH:7]=[CH:6][CH:5]=[CH:4][CH:3]=1.C(O)(C(F)(F)F)=O>C(Cl)Cl>[CH2:1]([O:8][C:9]1[CH:14]=[CH:13][C:12]([CH2:15][C:16]([OH:18])=[O:17])=[C:11]([CH3:23])[CH:10]=1)[C:2]1[CH:3]=[CH:4][CH:5]=[CH:6][CH:7]=1. Reactants: ClCCl, Cn1nnc(N(Cc2cc(C(F)(F)F)cc(C(F)(F)F)c2)Cc2cc3cc(F)c(F)cc3nc2N2CCCC2C2CCC(CO)CC2)n1. Yields the product Cn1nnc(N(Cc2cc(C(F)(F)F)cc(C(F)(F)F)c2)Cc2cc3cc(F)c(F)cc3nc2N2CCCC2C2CCC(C=O)CC2)n1. As a reaction SMILES: [Cl:49][CH2:50][Cl:51].[F:1][C:2]([c:3]1[cH:4][c:5]([CH2:6][N:7]([c:8]2[n:9][n:10][n:11]([CH3:13])[n:12]2)[CH2:14][c:15]2[c:16]([N:27]3[CH:28]([CH:32]4[CH2:33][CH2:34][CH:35]([CH2:38][OH:39])[CH2:36][CH2:37]4)[CH2:29][CH2:30][CH2:31]3)[n:17][c:18]3[cH:19][c:20]([F:26])[c:21]([F:25])[cH:22][c:23]3[cH:24]2)[cH:40][c:41]([C:43]([F:44])([F:45])[F:46])[cH:42]1)([F:47])[F:48]>>[F:1][C:2]([c:3]1[cH:4][c:5]([CH2:6][N:7]([c:8]2[n:9][n:10][n:11]([CH3:13])[n:12]2)[CH2:14][c:15]2[c:16]([N:27]3[CH:28]([CH:32]4[CH2:33][CH2:34][CH:35]([CH:38]=[O:39])[CH2:36][CH2:37]4)[CH2:29][CH2:30][CH2:31]3)[n:17][c:18]3[cH:19][c:20]([F:26])[c:21]([F:25])[cH:22][c:23]3[cH:24]2)[cH:40][c:41]([C:43]([F:44])([F:45])[F:46])[cH:42]1)([F:47])[F:48]. The reactants are COC1=CC=C(OC)C=C1 (hydroquinone dimethyl ether), C(C(=C)C)(=O)Cl (methacrylic acid chloride), FC(CO)(C(C(F)(F)F)F)F (2,2,3,4,4,4-hexafluorobutyl alcohol). Product: 15, C(C(=C)C)(=O)OCC(C(C(F)(F)F)F)(F)F (2,2,3,4,4,4-hexafluorobutyl methacrylate). Reaction SMILES: [C:1](Cl)(=[O:5])[C:2]([CH3:4])=[CH2:3].[F:7][C:8]([F:17])([CH:11]([F:16])[C:12]([F:15])([F:14])[F:13])[CH2:9][OH:10].COC1C=CC(OC)=CC=1>>[C:1]([O:10][CH2:9][C:8]([F:17])([F:7])[CH:11]([F:16])[C:12]([F:15])([F:13])[F:14])(=[O:5])[C:2]([CH3:4])=[CH2:3]. Reported procedure: To 12 parts of methacrylic acid chloride were added 60 parts of 2,2,3,4,4,4-hexafluorobutyl alcohol as a reactant and a solvent and 0.1 part of hydroquinone dimethyl ether as a polymerization inhibitor. The mixture was heated at a temperature of 90° to 100° C. for 3 hours. The reaction mixture was distilled to give 15 parts of 2,2,3,4,4,4-hexafluorobutyl methacrylate (hereinafter referred to as "HFBMA") having a boiling point of 60° to 63° C./20 mmHg. Reactants: C(C)OC(=O)C1(CCCCC1)CO (1-Hydroxymethyl-cyclohexanecarboxylic acid ethyl ester), [H-].[Na+] (sodium hydride), COCCBr (2-bromoethyl methyl ether), Ice water, C(C)(=O)OCC (ethyl acetate). The solvent is CN(C)C=O (DMF), petroleum ether. Reaction conditions: time 30 minute. The product is C(C)OC(=O)C1(CCCCC1)COCCOC (1-(2-Methoxy-ethoxymethyl)-cyclohexanecarboxylic acid ethyl ester). Isolated yield 75.1%. As a reaction SMILES: [CH2:1]([O:3][C:4]([C:6]1([CH2:12][OH:13])[CH2:11][CH2:10][CH2:9][CH2:8][CH2:7]1)=[O:5])[CH3:2].[H-].[Na+].[CH3:16][O:17][CH2:18][CH2:19]Br.C(OCC)(=O)C>CN(C=O)C>[CH2:1]([O:3][C:4]([C:6]1([CH2:12][O:13][CH2:19][CH2:18][O:17][CH3:16])[CH2:11][CH2:10][CH2:9][CH2:8][CH2:7]1)=[O:5])[CH3:2] |f:1.2|. Procedure: 1-Hydroxymethyl-cyclohexanecarboxylic acid ethyl ester (2.0 g, 10.9 mmol) is added to a solution of 60% sodium hydride (0.86 g, 21.7 mmol) in 5.0 mL of DMF at 0° C. and the reaction mixture is stirred for 30 minutes; 2-bromoethyl methyl ether (3.0 g, 21.7 mmol) is added over a period of 10 minutes and then the reaction mixture is stirred at room temperature for 14 h. Ice water and 20% ethyl acetate in petroleum ether are added. The two phases are separated and the organic layer is washed with wa... The reactants are C1COCCN1, CCOC(C)=O, ClCCl, O=C(Cl)c1cccc([N+](=O)[O-])c1, O. Yields the product O=C(c1cccc([N+](=O)[O-])c1)N1CCOCC1. RXN SMILES: [CH2:1]1[CH2:2][O:3][CH2:4][CH2:5][NH:6]1.[CH3:19][CH2:20][O:21][C:22](=[O:23])[CH3:24].[Cl:26][CH2:27][Cl:28].[N+:7](=[O:8])([O-:9])[c:10]1[cH:11][c:12]([C:13](=[O:14])[Cl:15])[cH:16][cH:17][cH:18]1.[OH2:25]>>[CH2:1]1[CH2:2][O:3][CH2:4][CH2:5][N:6]1[C:13]([c:12]1[cH:11][c:10]([N+:7](=[O:8])[O-:9])[cH:18][cH:17][cH:16]1)=[O:14]. Reactants: CC=1N=C(C=C2C=CNC(C12)=O)C1=CC=CC=C1 (8-methyl-6-phenyl-2H-[2,7]naphtyridine-1-on), [H][H] (hydrogen). Reagents/catalysts: [Pd] (Pd/C). Solvent: C(C)O (ethanol). Product: CC=1N=C(C=C2CCNC(C12)=O)C1=CC=CC=C1 (8-methyl-6-phenyl-3,4-dihydro-2H-[2,7]naphtyridine-1-on). Isolated yield 91.6%. RXN SMILES: [CH3:1][C:2]1[N:3]=[C:4]([C:13]2[CH:18]=[CH:17][CH:16]=[CH:15][CH:14]=2)[CH:5]=[C:6]2[C:11]=1[C:10](=[O:12])[NH:9][CH:8]=[CH:7]2.[H][H]>[Pd].C(O)C>[CH3:1][C:2]1[N:3]=[C:4]([C:13]2[CH:18]=[CH:17][CH:16]=[CH:15][CH:14]=2)[CH:5]=[C:6]2[C:11]=1[C:10](=[O:12])[NH:9][CH2:8][CH2:7]2. Reported procedure: 8-methyl-6-phenyl-2H-[2,7]naphtyridine-1-on (500 mg, 2.116 mmol) was suspended in anhydrou ethanol, added with 5% Pd/C (400 mg) and then stirred at room temperature under the hydrogen atmosphere for about 72 hours. The mixture was filtered and then concentrated under reduced pressure. A silica gel column chromatography (2% MeOH/MC) was performed on the resulting residue and obtained 462 mg (92%) of 8-methyl-6-phenyl-3,4-dihydro-2H-[2,7]naphtyridine-1-on in white solid. Reactants: O=C([O-])[O-], Cc1ccccc1CBr, CC#N, Cl, [K+], [K+], O=C1CCNCC1, O. Product: Cc1ccccc1CN1CCC(=O)CC1. As a reaction SMILES: [C:10](=[O:11])([O-:12])[O-:13].[CH3:16][c:17]1[c:18]([CH2:19][Br:20])[cH:21][cH:22][cH:23][cH:24]1.[CH3:25][C:26]#[N:27].[ClH:1].[K+:14].[K+:15].[NH:3]1[CH2:4][CH2:5][C:6](=[O:9])[CH2:7][CH2:8]1.[OH2:2]>>[N:3]1([CH2:19][c:18]2[c:17]([CH3:16])[cH:24][cH:23][cH:22][cH:21]2)[CH2:4][CH2:5][C:6](=[O:9])[CH2:7][CH2:8]1.